This data is from the Open Reaction Database (ORD), a public repository of structured organic reaction records. The task is: describe an organic reaction: reactants, conditions, products, and yield The reactants are IC(CC(O)C1=CC=CC2=CC=CC=C12)=C (2-iodoallyl-α-naphthylcarbinol), [OH-].[Na+] (sodium hydroxide), Cl (hydrochloric acid). Run in CN(C=O)C (dimethylformamide). Reaction conditions: time 6 hour. The product is C1(=CC=CC2=CC=CC=C12)C(O)CC#C (α-naphthylpropargylcarbinol). RXN SMILES: I[C:2](=[CH2:16])[CH2:3][CH:4]([C:6]1[C:15]2[C:10](=[CH:11][CH:12]=[CH:13][CH:14]=2)[CH:9]=[CH:8][CH:7]=1)[OH:5].[OH-].[Na+].Cl>CN(C)C=O>[C:6]1([CH:4]([CH2:3][C:2]#[CH:16])[OH:5])[C:15]2[C:10](=[CH:11][CH:12]=[CH:13][CH:14]=2)[CH:9]=[CH:8][CH:7]=1 |f:1.2|. Procedure: 5.00 Grams of 2-iodoallyl-α-naphthylcarbinol were disolved in 50 g of dimethylformamide, and 1.23 g of sodium hydroxide in a flake form were added. The mixture was stirred at room temperature for 6 hours. After the reaction was completed the reaction mixture was neutralized with concentrated hydrochloric acid, insolubles were filtered off, and the filtrate was concentrated under reduced pressure. The concentration residue was subjected to extraction with toluene and washed with a 7% sodium carbo... Reactants: BrC1=CC=C(C=C1)N1C(C2=CC=C(C=C2CC1)OCCCC)=O (2-(4-bromophenyl)-6-butoxy-3,4-dihydro-2H-isoquinolin-1-one), CN([C@H]1CNCC1)C (dimethyl-(R)-pyrrolidin-3-yl-amine). Yields the product C(CCC)OC=1C=C2CCN(C(C2=CC1)=O)C1=CC=C(C=C1)N1C[C@@H](CC1)N(C)C (6-Butoxy-2-[4-((R)-3-dimethylamino-pyrrolidin-1-yl)-phenyl]-3,4-dihydro-2H-isoquinolin-1-one). RXN SMILES: Br[C:2]1[CH:7]=[CH:6][C:5]([N:8]2[CH2:17][CH2:16][C:15]3[C:10](=[CH:11][CH:12]=[C:13]([O:18][CH2:19][CH2:20][CH2:21][CH3:22])[CH:14]=3)[C:9]2=[O:23])=[CH:4][CH:3]=1.[CH3:24][N:25]([CH3:31])[C@@H:26]1[CH2:30][CH2:29][NH:28][CH2:27]1>>[CH2:19]([O:18][C:13]1[CH:14]=[C:15]2[C:10](=[CH:11][CH:12]=1)[C:9](=[O:23])[N:8]([C:5]1[CH:6]=[CH:7][C:2]([N:28]3[CH2:29][CH2:30][C@@H:26]([N:25]([CH3:31])[CH3:24])[CH2:27]3)=[CH:3][CH:4]=1)[CH2:17][CH2:16]2)[CH2:20][CH2:21][CH3:22]. Procedure details: According to Method R, 2-(4-bromophenyl)-6-butoxy-3,4-dihydro-2H-isoquinolin-1-one was reacted with dimethyl-(R)-pyrrolidin-3-yl-amine. In this way the product was obtained with molecular weight 407.56 (C25H33N3O2); MS (ESI): 408 (M+H+). The reactants are ClC1=C(C=NC2=CC=C(C=C12)[N+](=O)[O-])C#N (4-chloro-6-nitro-quinoline-3-carbonitrile), COC1=CC(=CC=C1)N (m-anisidine). The solvent is C(C)O (ethanol). Yields the product COC=1C=C(C=CC1)NC1=C(C=NC2=CC=C(C=C12)[N+](=O)[O-])C#N (4-[(3-Methoxyphenyl)amino]-6-nitro-quinoline-3-carbonitrile). Isolated yield 72.6%. As a reaction SMILES: Cl[C:2]1[C:11]2[C:6](=[CH:7][CH:8]=[C:9]([N+:12]([O-:14])=[O:13])[CH:10]=2)[N:5]=[CH:4][C:3]=1[C:15]#[N:16].[CH3:17][O:18][C:19]1[CH:24]=[CH:23][CH:22]=[C:21]([NH2:25])[CH:20]=1>C(O)C>[CH3:17][O:18][C:19]1[CH:20]=[C:21]([NH:25][C:2]2[C:11]3[C:6](=[CH:7][CH:8]=[C:9]([N+:12]([O-:14])=[O:13])[CH:10]=3)[N:5]=[CH:4][C:3]=2[C:15]#[N:16])[CH:22]=[CH:23][CH:24]=1. Reported procedure: A mixture of 5.00 g (21.5 mmol) 4-chloro-6-nitro-quinoline-3-carbonitrile, 200 ml ethanol, and 3.0 ml (26.0 mmol) m-anisidine was heated to reflux under N2. Removed heat at 4½ hours and made basic with saturated sodium bicarbonate. Stripped solvents and azeotroped with ethanol. Slurried with hexane and collected crystals. Washed with water, dried in vacuo. Dissolved 5.94 g of crude product in 320 ml boiling ethyl acetate, stirred with Darco, filtered, stripped solvent, and dried in vacuo, giving... Reactants: BrC1=NC(=CC=C1N)C ((2-bromo-6-methyl-pyridin-3-yl)amine), C1(=CC=CC=C1)C#C (phenylacetylene). The reagents and catalysts are Cl[Pd]([P](C1=CC=CC=C1)(C2=CC=CC=C2)C3=CC=CC=C3)([P](C4=CC=CC=C4)(C5=CC=CC=C5)C6=CC=CC=C6)Cl ((PPh3)2PdCl2). Solvent: C(C)N(CC)CC (triethylamine). Run at temperature 0 celsius. Product: CC1=CC=C(C(=N1)C#CC1=CC=CC=C1)N ((6-methyl-2-phenylethynyl-pyridin-3-yl)amine). Isolated yield 46.7%. RXN SMILES: Br[C:2]1[C:7]([NH2:8])=[CH:6][CH:5]=[C:4]([CH3:9])[N:3]=1.[C:10]1([C:16]#[CH:17])[CH:15]=[CH:14][CH:13]=[CH:12][CH:11]=1>C(N(CC)CC)C.Cl[Pd](Cl)([P](C1C=CC=CC=1)(C1C=CC=CC=1)C1C=CC=CC=1)[P](C1C=CC=CC=1)(C1C=CC=CC=1)C1C=CC=CC=1>[CH3:9][C:4]1[N:3]=[C:2]([C:17]#[C:16][C:10]2[CH:15]=[CH:14][CH:13]=[CH:12][CH:11]=2)[C:7]([NH2:8])=[CH:6][CH:5]=1 |^1:27,46|. Procedure: To a solution of Cul (10 mg, 50 μmol) in triethylamine (5 ml) were added (2-bromo-6-methyl-pyridin-3-yl)amine (200 mg, 1.07 mmol) and (PPh3)2PdCl2 (36 mg, 50 μmol). The reaction mixture was cooled to 0° C. and phenylacetylene (176 μl, 1.60 mmol) was added. The reaction mixture was allowed to warm to room temperature and then heated under reflux for 14 h. The solvent was evaporated and the crude residue was purified by flash chromatography (hexane/ethyl acetate 4:1) to yield 105 mg (0.50 mmol, 47... Reactants: oligosaccharide, C(C)(=O)[O-].[Na+] (sodium acetate), Teflon-silicone, FC(C=1C=C(C=CC1)NN)(F)F (3-(trifluoromethyl)phenylhydrazine), FC(C=1C=C(C=CC1)NN=C[C@H](O)[C@@H](O)[C@H](O)[C@H](O)CO)(F)F (D-glucose 3-(trifluoromethyl)phenyl hydrazone), oligosaccharide, O=C[C@H](O)[C@@H](O)[C@H](O)[C@H](O)CO (D-glucose). The solvent is O (water). Run at temperature 90 celsius. Yields the product [C@@H]1([C@H](O)[C@@H](O)[C@H](O)[C@H](O1)CO)O[C@@H](C=O)[C@@H](O)[C@H](O)[C@H](O)CO (2-O-β-D-glucopyranosyl-D-glucose). Reaction SMILES: C([O-])(=[O:3])C.[Na+].FC(F)(F)C1C=C(NN)C=CC=1.[O:18]=[CH:19][C@@H:20]([C@H:22]([C@@H:24]([C@@H:26]([CH2:28][OH:29])[OH:27])[OH:25])[OH:23])[OH:21].FC(F)(F)C1C=C(NN=[CH:40][C@@H:41]([C@H:43]([C@@H:45]([C@@H:47]([CH2:49][OH:50])O)[OH:46])[OH:44])[OH:42])C=CC=1>O>[C@@H:28]1([O:29][C@H:47]([C@H:45]([C@@H:43]([C@@H:41]([CH2:40][OH:3])[OH:42])[OH:44])[OH:46])[CH:49]=[O:50])[O:21][C@H:20]([CH2:19][OH:18])[C@@H:22]([OH:23])[C@H:24]([OH:25])[C@H:26]1[OH:27] |f:0.1|. Reported procedure: To this oligosaccharide (10 μmol), sodium acetate (30 μmol) in a small vial (Pierce reacti-vial, 0.2 mL capacity, with Tuf-bond Teflon-silicone cap seals) was added 150 μL water. 3-(trifluoromethyl)phenylhydrazine (40 μmol, Aldrich) was added, the sample sealed under nitrogen, and heated to 90° C. for 48 hours. The oligosaccharide was converted (>98%) to D-glucose and D-glucose 3-(trifluoromethyl)phenyl hydrazone, in a 1:2 ratio.